This data is from the Open Reaction Database (ORD), a public repository of structured organic reaction records. The task is: describe an organic reaction: reactants, conditions, products, and yield The reactants are CC[N-]CC, C1CCOC1, COc1cccc(C(=O)O)c1OC, [Li+], O. Product: CCN(CC)c1c(OC)cccc1C(=O)O. RXN SMILES: [CH2:14]([CH3:15])[N-:16][CH2:17][CH3:18].[CH2:21]1[O:22][CH2:23][CH2:24][CH2:25]1.[CH3:1][O:2][c:3]1[c:4]([C:5](=[O:6])[OH:7])[cH:8][cH:9][cH:10][c:11]1[O:12][CH3:13].[Li+:19].[OH2:20]>>[c:3]1([N:16]([CH2:14][CH3:15])[CH2:17][CH3:18])[c:4]([C:5](=[O:6])[OH:7])[cH:8][cH:9][cH:10][c:11]1[O:12][CH3:13]. Reactants: S1C2=C(C=C1)C(=O)OC(=O)C1=C2SC=C1 (2,2′-bithiophene-3,3′-dicarboxylic anhydride), C1(=CC=CC=C1)C (toluene), C(CCCCCCC)C(CN)CCCCCCCCCC (2-octyldodecylamine). The reagents and catalysts are CN(C1=CC=NC=C1)C (4-(dimethylamino)pyridine). The solvent is C(C)OCC (diethyl ether). Reaction conditions: time 15 minute. Product: C(CCCCCCC)C(CN1C(=O)C2=C(SC=C2)C=2SC=CC2C1=O)CCCCCCCCCC (N-(2-octyldodecyl)-2,2′-bithiophene-3,3′-dicarboximide). The yield is 187.4%. Reaction SMILES: [S:1]1[CH:5]=[CH:4][C:3]2[C:6]([O:8][C:9]([C:11]3[CH:15]=[CH:14][S:13][C:12]=3[C:2]1=2)=[O:10])=O.C1(C)C=CC=CC=1.[CH2:23]([CH:31]([CH2:34][CH2:35][CH2:36][CH2:37][CH2:38][CH2:39][CH2:40][CH2:41][CH2:42][CH3:43])[CH2:32][NH2:33])[CH2:24][CH2:25][CH2:26][CH2:27][CH2:28][CH2:29][CH3:30]>CN(C)C1C=CN=CC=1.C(OCC)C>[CH2:23]([CH:31]([CH2:34][CH2:35][CH2:36][CH2:37][CH2:38][CH2:39][CH2:40][CH2:41][CH2:42][CH3:43])[CH2:32][N:33]1[C:6](=[O:8])[C:3]2[CH:4]=[CH:5][S:1][C:2]=2[C:12]2[S:13][CH:14]=[CH:15][C:11]=2[C:9]1=[O:10])[CH2:24][CH2:25][CH2:26][CH2:27][CH2:28][CH2:29][CH3:30]. Procedure details: A dry 8 mL microwave reaction tube was charged with a micro-stirbar, anhydride (4) (354 mg, 1.50 mmol), 4-(dimethylamino)pyridine (61 mg, 0.50 mmol), and 5 mL of toluene. Next, 2-octyldodecylamine (446 mg, 1.5 mmol) was added dropwise to the suspension over 15 minutes and the reaction was allowed to stir for an additional 15 minutes until no solid remained. The reaction tube was then irradiated with microwaves (PMAX=300 W) for 2 hours at a constant temperature of 220° C. This procedure was repea... Reactants: C1=CCCC1 (cyclopentene), C1=C(C=CC=C1O)C (m-cresol). Run at time 1 hour. Yields the product CC=1C=C(C(=CC1)C1CCCC1)O (3-methyl-6-cyclopentylphenol). Isolated yield 19.9%. RXN SMILES: [CH:1]1[CH2:5][CH2:4][CH2:3][CH:2]=1.[CH:6]1[C:11]([OH:12])=[CH:10][CH:9]=[CH:8][C:7]=1[CH3:13]>>[CH3:13][C:7]1[CH:6]=[C:11]([OH:12])[C:10]([CH:1]2[CH2:5][CH2:4][CH2:3][CH2:2]2)=[CH:9][CH:8]=1. Reported procedure: 130 g of cyclopentene are added dropwise to 108 g of m-cresol and 10 g of an acid-activated fuller's earth at 140° C. The mixture is stirred at this temperature for 1 h. After removal of the catalyst by filtration the mixture is fractionated. 35 g of 3-methyl-6-cyclopentylphenol boiling at 113° C (1.4 mm Hg) are obtained. A further fraction (112 g) boiling at 154° C (0.9 mm Hg) consists of 3-methyl-4,6-dicyclopentylphenol (melting point: 45° C).